From a dataset of the Open Reaction Database (ORD), a public repository of structured organic reaction records. describe an organic reaction: reactants, conditions, products, and yield The reactants are CC(C)(C)c1ccc(-c2nc(-c3ccc(Br)cc3)nc(-c3ccc(C(C)(C)C)cc3)n2)cc1, Brc1ccc(-c2ccncc2)nc1, [Li]CCCC, CCCCCC, C1CCOC1, c1ccc(P(c2ccccc2)(c2ccccc2)[Pd](P(c2ccccc2)(c2ccccc2)c2ccccc2)(P(c2ccccc2)(c2ccccc2)c2ccccc2)P(c2ccccc2)(c2ccccc2)c2ccccc2)cc1. The product is CC(C)(C)c1ccc(-c2nc(-c3ccc(-c4ccc(-c5ccncc5)nc4)cc3)nc(-c3ccc(C(C)(C)C)cc3)n2)cc1. RXN SMILES: [Br:12][c:13]1[cH:14][cH:15][c:16](-[c:19]2[n:20][c:21](-[c:35]3[cH:36][cH:37][c:38]([C:41]([CH3:42])([CH3:43])[CH3:44])[cH:39][cH:40]3)[n:22][c:23](-[c:25]3[cH:26][cH:27][c:28]([C:31]([CH3:32])([CH3:33])[CH3:34])[cH:29][cH:30]3)[n:24]2)[cH:17][cH:18]1.[Br:45][c:46]1[cH:47][cH:48][c:49](-[c:52]2[cH:53][cH:54][n:55][cH:56][cH:57]2)[n:50][cH:51]1.[CH2:7]([Li:8])[CH2:9][CH2:10][CH3:11].[CH3:1][CH2:2][CH2:3][CH2:4][CH2:5][CH3:6].[O:135]1[CH2:136][CH2:137][CH2:138][CH2:139]1.[cH:58]1[cH:59][cH:60][c:61]([P:62]([Pd:63]([P:64]([c:65]2[cH:66][cH:67][cH:68][cH:69][cH:70]2)([c:71]2[cH:72][cH:73][cH:74][cH:75][cH:76]2)[c:77]2[cH:78][cH:79][cH:80][cH:81][cH:82]2)([P:83]([c:84]2[cH:85][cH:86][cH:87][cH:88][cH:89]2)([c:90]2[cH:91][cH:92][cH:93][cH:94][cH:95]2)[c:96]2[cH:97][cH:98][cH:99][cH:100][cH:101]2)[P:102]([c:103]2[cH:104][cH:105][cH:106][cH:107][cH:108]2)([c:109]2[cH:110][cH:111][cH:112][cH:113][cH:114]2)[c:115]2[cH:116][cH:117][cH:118][cH:119][cH:120]2)([c:121]2[cH:122][cH:123][cH:124][cH:125][cH:126]2)[c:127]2[cH:128][cH:129][cH:130][cH:131][cH:132]2)[cH:133][cH:134]1>>[c:13]1(-[c:46]2[cH:47][cH:48][c:49](-[c:52]3[cH:53][cH:54][n:55][cH:56][cH:57]3)[n:50][cH:51]2)[cH:14][cH:15][c:16](-[c:19]2[n:20][c:21](-[c:35]3[cH:36][cH:37][c:38]([C:41]([CH3:42])([CH3:43])[CH3:44])[cH:39][cH:40]3)[n:22][c:23](-[c:25]3[cH:26][cH:27][c:28]([C:31]([CH3:32])([CH3:33])[CH3:34])[cH:29][cH:30]3)[n:24]2)[cH:17][cH:18]1. Reactants: O (water), N1C(COCC1)=O (morpholin-3-one), [H-].[Na+] (sodium hydride), BrCC(=O)OCC1=CC=CC=C1 (benzyl bromoacetate). Solvent: C(C)(=O)OCC (ethyl acetate), CN(C=O)C (N,N-dimethylformamide). Conditions: time 1 hour. The product is O=C1N(CCOC1)CC(=O)OCC1=CC=CC=C1 (benzyl (3-oxomorpholin-4-yl)acetate). The yield is 58.5%. Reaction SMILES: [NH:1]1[CH2:6][CH2:5][O:4][CH2:3][C:2]1=[O:7].[H-].[Na+].Br[CH2:11][C:12]([O:14][CH2:15][C:16]1[CH:21]=[CH:20][CH:19]=[CH:18][CH:17]=1)=[O:13].O>CN(C)C=O.C(OCC)(=O)C>[O:7]=[C:2]1[CH2:3][O:4][CH2:5][CH2:6][N:1]1[CH2:11][C:12]([O:14][CH2:15][C:16]1[CH:21]=[CH:20][CH:19]=[CH:18][CH:17]=1)=[O:13] |f:1.2|. Procedure: Under an argon atmosphere, to a solution of morpholin-3-one (220 mg, 2.2 mmol) in N,N-dimethylformamide (2.2 ml) was added sodium hydride (105 mg, 2.6 mmol) under ice-cooling, and the mixture was stirred for 1 hr. Then, benzyl bromoacetate (379 μl, 2.4 mmol) was added, and the mixture was stirred for 2 hr. To the reaction solution were added water and ethyl acetate, and the organic layer was separated. The aqueous layer was extracted twice with ethyl acetate, and the combined organic layers were...